This data is from the Open Reaction Database (ORD), a public repository of structured organic reaction records. The task is: describe an organic reaction: reactants, conditions, products, and yield The reactants are ice, ClC1=[N+](C(=CC=C1)C)[O-] (2-Chloro-6-methyl-pyridine 1-oxide), [N+](=O)(O)[O-] (nitric acid). The solvent is S(O)(O)(=O)=O (sulfuric acid), S(O)(O)(=O)=O (sulfuric acid). Conditions: temperature 0 celsius, time 3 hour. Product: ClC1=[N+](C(=CC(=C1)[N+](=O)[O-])C)[O-] (2-Chloro-4-nitro-6-methyl-pyridine 1-oxide). Isolated yield 94.0%. As a reaction SMILES: [Cl:1][C:2]1[CH:7]=[CH:6][CH:5]=[C:4]([CH3:8])[N+:3]=1[O-:9].[N+:10]([O-])([OH:12])=[O:11]>S(=O)(=O)(O)O>[Cl:1][C:2]1[CH:7]=[C:6]([N+:10]([O-:12])=[O:11])[CH:5]=[C:4]([CH3:8])[N+:3]=1[O-:9]. Procedure details: 2-Chloro-6-methyl-pyridine 1-oxide (5.0 g, 0.035 mol) was dissolved in concentrated sulfuric acid (20 ml) at 0° C. An ice-cooled mixture of concentrated nitric acid (12 ml) in concentrated sulfuric acid (20 ml) was added dropwise with stirring at 0° C. The cooling bath was removed, stirring was continued for 3 hours at 90° C. The mixture was poured into a mixture of icewater and ethyl acetate and the resulting precipitate was removed by filtration. The phases of the filtrate were separated, the ... Starting materials: CC(C)Br, CN(C)C=O, [H-], O=C(c1ccc2[nH]c(C(=O)N3CCC(F)(F)CC3)cc2c1)N1CCC(N2CCCCC2)CC1, [Na+]. Yields the product CC(C)n1c(C(=O)N2CCC(F)(F)CC2)cc2cc(C(=O)N3CCC(N4CCCCC4)CC3)ccc21. As a reaction SMILES: [Br:36][CH:37]([CH3:38])[CH3:39].[CH3:40][N:41]([CH3:42])[CH:43]=[O:44].[H-:34].[N:1]1([CH:7]2[CH2:8][CH2:9][N:10]([C:13](=[O:14])[c:15]3[cH:16][c:17]4[cH:18][c:19]([C:24](=[O:25])[N:26]5[CH2:27][CH2:28][C:29]([F:32])([F:33])[CH2:30][CH2:31]5)[nH:20][c:21]4[cH:22][cH:23]3)[CH2:11][CH2:12]2)[CH2:2][CH2:3][CH2:4][CH2:5][CH2:6]1.[Na+:35]>>[N:1]1([CH:7]2[CH2:8][CH2:9][N:10]([C:13](=[O:14])[c:15]3[cH:16][c:17]4[cH:18][c:19]([C:24](=[O:25])[N:26]5[CH2:27][CH2:28][C:29]([F:32])([F:33])[CH2:30][CH2:31]5)[n:20]([CH:37]([CH3:38])[CH3:39])[c:21]4[cH:22][cH:23]3)[CH2:11][CH2:12]2)[CH2:2][CH2:3][CH2:4][CH2:5][CH2:6]1. Starting materials: CC(=O)O[BH-](OC(C)=O)OC(C)=O, CCCN(CC1CC1)c1cc(C(=O)Nc2ccc(C=O)cc2C)ncn1, ClCCl, Cl, CC(C)(C)OC(=O)CCN, O=C([O-])[O-]. Product: CCCN(CC1CC1)c1cc(C(=O)Nc2ccc(CNCCC(=O)OC(C)(C)C)cc2C)ncn1. As a reaction SMILES: [C:42]([O:43][BH-:44]([O:45][C:46](=[O:47])[CH3:48])[O:49][C:50](=[O:51])[CH3:52])(=[O:53])[CH3:54].[CH:1]1([CH2:4][N:5]([c:6]2[cH:7][c:8]([C:12](=[O:13])[NH:14][c:15]3[c:16]([CH3:23])[cH:17][c:18]([CH:21]=[O:22])[cH:19][cH:20]3)[n:9][cH:10][n:11]2)[CH2:24][CH2:25][CH3:26])[CH2:2][CH2:3]1.[Cl:55][CH2:56][Cl:57].[ClH:27].[NH2:28][CH2:29][CH2:30][C:31](=[O:32])[O:33][C:34]([CH3:35])([CH3:36])[CH3:37].[O-:38][C:39](=[O:40])[O-:41]>>[CH:1]1([CH2:4][N:5]([c:6]2[cH:7][c:8]([C:12](=[O:13])[NH:14][c:15]3[c:16]([CH3:23])[cH:17][c:18]([CH2:21][NH:28][CH2:29][CH2:30][C:31](=[O:32])[O:33][C:34]([CH3:35])([CH3:36])[CH3:37])[cH:19][cH:20]3)[n:9][cH:10][n:11]2)[CH2:24][CH2:25][CH3:26])[CH2:2][CH2:3]1. Starting materials: ClC1=NC2=C(C=3C=CC=CC13)OCN=C2 (6-Chloro-1,3-Oxazino[5,6-c]isoquinoline). Run in B(Br)(Br)Br (BBr3). Yields the product ClC1=NC=C(C2=CC=CC=C12)O (1-chloro-4-hydroxy isoquinoline). As a reaction SMILES: [Cl:1][C:2]1[C:11]2[CH:10]=[CH:9][CH:8]=[CH:7][C:6]=2[C:5]2[O:12]CN=C[C:4]=2[N:3]=1>B(Br)(Br)Br>[Cl:1][C:2]1[C:11]2[C:6](=[CH:7][CH:8]=[CH:9][CH:10]=2)[C:5]([OH:12])=[CH:4][N:3]=1. Reported procedure: 6-Chloro-1,3-Oxazino[5,6-c]isoquinoline was prepared by the procedure of Miyoko Toyama and Hirotaka Otomasu starting from 1-chloro-4-hydroxy isoquinoline. The starting material: 1-chloro-4-hydroxy isoquinoline (Example 226c) was prepared by the synthetic sequence shown above. MCPBA oxidation of 4-methoxy isoquinoline (Example 222a) was carried as usual to give 79.1% of the corresponding N-oxide (Example 226a). The material was converted into the 1-chloro derivative immediately afterward in POCl3... Reactants: FC1=C(C=CC=C1)C1=NOC(=C1C(=O)O)C (3-(2-fluorophenyl)-5-methylisoxazol-4-carboxylic acid), Cl.C(C)N=C=NCCCN(C)C (1-ethyl-3-(dimethylaminopropyl)carbodiimide hydrochloride), COC1=C(C=CC=C1)N1CCNCC1 (1-(2-methoxyphenyl)piperazine). The solvent is ClCCl (dichloromethane). Product: FC1=C(C=CC=C1)C1=NOC(=C1C(=O)N1CCN(CC1)C1=C(C=CC=C1)OC)C ((3-(2-fluorophenyl)-5-methylisoxazol-4-yl)(4-(2-methoxyphenyl)piperazine-1-yl)methanone). Isolated yield 73.4%. RXN SMILES: [F:1][C:2]1[CH:7]=[CH:6][CH:5]=[CH:4][C:3]=1[C:8]1[C:12]([C:13]([OH:15])=O)=[C:11]([CH3:16])[O:10][N:9]=1.Cl.C(N=C=NCCCN(C)C)C.[CH3:29][O:30][C:31]1[CH:36]=[CH:35][CH:34]=[CH:33][C:32]=1[N:37]1[CH2:42][CH2:41][NH:40][CH2:39][CH2:38]1>ClCCl>[F:1][C:2]1[CH:7]=[CH:6][CH:5]=[CH:4][C:3]=1[C:8]1[C:12]([C:13]([N:40]2[CH2:39][CH2:38][N:37]([C:32]3[CH:33]=[CH:34][CH:35]=[CH:36][C:31]=3[O:30][CH3:29])[CH2:42][CH2:41]2)=[O:15])=[C:11]([CH3:16])[O:10][N:9]=1 |f:1.2|. Procedure details: In a similar manner as described in Example 1, by using dichloromethane (30 mL), 3-(2-fluorophenyl)-5-methylisoxazol-4-carboxylic acid (407 mg, 1.84 mmol), 1-ethyl-3-(dimethylaminopropyl)carbodiimide hydrochloride (388 mg, 2.02 mmol) and 1-(2-methoxyphenyl)piperazine (354 mg, 1.84 mmol), a white solid required compound (532 mg, 1.35 mmol, 73%) was obtained. Starting materials: [Br-], CC=CC=O, [Cl-], [NH4+], C1CCOC1, [Mg+]c1ccccc1. Yields the product CC=CC(O)c1ccccc1. RXN SMILES: [Br-:1].[CH:9]([CH:10]=[CH:11][CH3:12])=[O:13].[Cl-:14].[NH4+:15].[O:16]1[CH2:17][CH2:18][CH2:19][CH2:20]1.[c:2]1([Mg+:8])[cH:3][cH:4][cH:5][cH:6][cH:7]1>>[c:2]1([CH:9]([CH:10]=[CH:11][CH3:12])[OH:13])[cH:3][cH:4][cH:5][cH:6][cH:7]1. Reactants: C[n+]1ccccc1Br, CC(C)(C)O, CCCCN(CCCC)CCCC, Cc1ccccc1, [I-], O=C(O)Cc1ccccc1. Product: CC(C)(C)OC(=O)Cc1ccccc1. RXN SMILES: [Br:2][c:3]1[cH:4][cH:5][cH:6][cH:7][n+:8]1[CH3:9].[C:10]([CH3:11])([CH3:12])([CH3:13])[OH:14].[CH2:25]([N:26]([CH2:27][CH2:28][CH2:29][CH3:30])[CH2:31][CH2:32][CH2:33][CH3:34])[CH2:35][CH2:36][CH3:37].[CH3:38][c:39]1[cH:40][cH:41][cH:42][cH:43][cH:44]1.[I-:1].[OH:15][C:16](=[O:17])[CH2:18][c:19]1[cH:20][cH:21][cH:22][cH:23][cH:24]1>>[C:10]([CH3:11])([CH3:12])([CH3:13])[O:14][C:16](=[O:15])[CH2:18][c:19]1[cH:20][cH:21][cH:22][cH:23][cH:24]1. Reactants: O=C([O-])O, Cc1ccc(N)cc1Cl, [I-], I, [K+], [Na+], O. Yields the product Cc1cc(I)c(N)cc1Cl. As a reaction SMILES: [C:13](=[O:14])([OH:15])[O-:16].[CH3:4][c:5]1[cH:6][cH:7][c:8]([NH2:9])[cH:10][c:11]1[Cl:12].[I-:3].[I:1].[K+:2].[Na+:17].[OH2:18]>>[I:3][c:7]1[cH:6][c:5]([CH3:4])[c:11]([Cl:12])[cH:10][c:8]1[NH2:9]. Reported procedure: In ethyl acetate (20 ml) was dissolved (2R,3R)-2-(2,4-difluorophenyl)-3-mercapto-1-(1H-1,2,4-triazol-1-yl)-2-butanol (compound 43, 0.48 g) followed by addition of 25% hydrogen bromide-acetic acid (0.7 ml). The reaction mixture was diluted with 100 ml of hexane and the resulting powder was collected by filtration and dissolved in ethyl acetate (10 ml). The solution was allowed to stand after addition of ethyl ether (20 ml) and the resulting crystals were collected by filtration to yield compound ... Product: FC1=C(C=CC(=C1)F)[C@@](CN1N=CN=C1)([C@@H](C)S)O ((2R,3R)-2-(2,4-difluorophenyl)-3-mercapto-1-(1H-1,2,4-triazol-1-yl)-2-butanol), Br (hydrobromide). RXN SMILES: [F:1][C:2]1[CH:7]=[C:6]([F:8])[CH:5]=[CH:4][C:3]=1[C@:9]([OH:19])([C@H:16]([SH:18])[CH3:17])[CH2:10][N:11]1[CH:15]=[N:14][CH:13]=[N:12]1.[BrH:20].C(O)(=O)C>C(OCC)(=O)C.CCCCCC>[F:1][C:2]1[CH:7]=[C:6]([F:8])[CH:5]=[CH:4][C:3]=1[C@:9]([OH:19])([C@H:16]([SH:18])[CH3:17])[CH2:10][N:11]1[CH:15]=[N:14][CH:13]=[N:12]1.[BrH:20] |f:1.2|. The reactants are Br.C(C)(=O)O (hydrogen bromide acetic acid), FC1=C(C=CC(=C1)F)[C@@](CN1N=CN=C1)([C@@H](C)S)O ((2R,3R)-2-(2,4-difluorophenyl)-3-mercapto-1-(1H-1,2,4-triazol-1-yl)-2-butanol), FC1=C(C=CC(=C1)F)[C@@](CN1N=CN=C1)([C@@H](C)S)O ((2R,3R)-2-(2,4-difluorophenyl)-3-mercapto-1-(1H-1,2,4-triazol-1-yl)-2-butanol). The solvent is C(C)(=O)OCC (ethyl acetate), CCCCCC (hexane). Reactants: O=C([O-])[O-], CCOC(C)=O, CC(C)I, CCN(C(C)C)C(C)C, Cn1c(C2(O)CCCNC2)nc2c(N3CCOCC3)nc(Cl)nc21, Cl, [Cs+], [Cs+], CN(C)C=O. Product: CC(C)N1CCCC(O)(c2nc3c(N4CCOCC4)nc(Cl)nc3n2C)C1. RXN SMILES: [C:30](=[O:31])([O-:32])[O-:33].[CH3:50][CH2:51][O:52][C:53](=[O:54])[CH3:55].[CH:26]([CH3:27])([CH3:28])[I:29].[CH:36]([N:37]([CH2:38][CH3:39])[CH:40]([CH3:41])[CH3:42])([CH3:43])[CH3:44].[Cl:2][c:3]1[n:4][c:5]([N:20]2[CH2:21][CH2:22][O:23][CH2:24][CH2:25]2)[c:6]2[n:7][c:8]([C:13]3([OH:19])[CH2:14][NH:15][CH2:16][CH2:17][CH2:18]3)[n:9]([CH3:12])[c:10]2[n:11]1.[ClH:1].[Cs+:34].[Cs+:35].[O:45]=[CH:46][N:47]([CH3:48])[CH3:49]>>[Cl:2][c:3]1[n:4][c:5]([N:20]2[CH2:21][CH2:22][O:23][CH2:24][CH2:25]2)[c:6]2[n:7][c:8]([C:13]3([OH:19])[CH2:14][N:15]([CH:26]([CH3:27])[CH3:28])[CH2:16][CH2:17][CH2:18]3)[n:9]([CH3:12])[c:10]2[n:11]1.